Dataset: the Open Reaction Database (ORD), a public repository of structured organic reaction records. Task: describe an organic reaction: reactants, conditions, products, and yield Reactants: S(=O)(Cl)Cl (thionyl chloride), Cl.NCC(CCC(=O)O)=O (5-aminolevulinic acid hydrochloride). Reagents/catalysts: CN(C=O)C (N,N-dimethylformamide). Yields the product Cl.NCC(CCC(=O)OCCC=C)=O (3-butenyl 5-aminolevulinate hydrochloride). Yield: 77.0%. As a reaction SMILES: S(Cl)([Cl:3])=O.Cl.[NH2:6][CH2:7][C:8](=[O:14])[CH2:9][CH2:10][C:11]([OH:13])=[O:12]>CN(C)C=O>[ClH:3].[NH2:6][CH2:7][C:8](=[O:14])[CH2:9][CH2:10][C:11]([O:13][CH2:10][CH2:9][CH:8]=[CH2:7])=[O:12] |f:1.2,4.5|. Procedure details: To 1 ml of thionyl chloride (SOCl2) were added 3 drops of N,N-dimethylformamide (DMF) with stirring. Following the addition of 5-aminolevulinic acid hydrochloride (ALA.HCl, 200 mg, 1.19 mmol), the solution was stirred for 12 hours at room temperature. Concentration in a vacuum was conducted before the addition of 3-butenol. Then, the reaction mixture was stirred for 1.5 hours at room temperature, followed by purification by silica gel chromatography to afford 3-butenyl 5-aminolevulinate hydrochl... Reactants: CC(C)(C)c1ccc(C(=O)O)cc1, Cl, Cl, Cl, NC1CCC(CCN2CCN(c3nccc4c3OCC4)CC2)CC1. Yields the product CC(C)(C)c1ccc(C(=O)NC2CCC(CCN3CCN(c4nccc5c4OCC5)CC3)CC2)cc1. Reaction SMILES: [C:28]([CH3:29])([CH3:30])([CH3:31])[c:32]1[cH:33][cH:34][c:35]([C:36](=[O:37])[OH:38])[cH:39][cH:40]1.[ClH:1].[ClH:2].[ClH:3].[O:4]1[CH2:5][CH2:6][c:7]2[c:8]1[c:9]([N:13]1[CH2:14][CH2:15][N:16]([CH2:19][CH2:20][CH:21]3[CH2:22][CH2:23][CH:24]([NH2:27])[CH2:25][CH2:26]3)[CH2:17][CH2:18]1)[n:10][cH:11][cH:12]2>>[O:4]1[CH2:5][CH2:6][c:7]2[c:8]1[c:9]([N:13]1[CH2:14][CH2:15][N:16]([CH2:19][CH2:20][CH:21]3[CH2:22][CH2:23][CH:24]([NH:27][C:36]([c:35]4[cH:34][cH:33][c:32]([C:28]([CH3:29])([CH3:30])[CH3:31])[cH:40][cH:39]4)=[O:37])[CH2:25][CH2:26]3)[CH2:17][CH2:18]1)[n:10][cH:11][cH:12]2. Starting materials: FC=1C=CC(=C(C1)O)[N+](=O)[O-] (5-fluoro-2-nitro-phenol), [H-].[Na+] (sodium hydride), ClCOC (chloromethoxy methane). The solvent is C(C)(=O)OCC (ethyl acetate), C1CCOC1 (THF). Run at time 10 hour. Product: FC1=CC(=C(C=C1)[N+](=O)[O-])OCOC (4-fluoro-2-methoxymethoxy-1-nitro-benzene). RXN SMILES: [F:1][C:2]1[CH:3]=[CH:4][C:5]([N+:9]([O-:11])=[O:10])=[C:6]([OH:8])[CH:7]=1.[H-].[Na+].Cl[CH2:15][O:16][CH3:17]>C1COCC1.C(OCC)(=O)C>[F:1][C:2]1[CH:3]=[CH:4][C:5]([N+:9]([O-:11])=[O:10])=[C:6]([O:8][CH2:15][O:16][CH3:17])[CH:7]=1 |f:1.2|. Reported procedure: To a solution of 5-fluoro-2-nitro-phenol (234 mg, 1.49 mmol) in 5 mL THF, sodium hydride (122 mg, 2.9 mmol) was added, followed by chloromethoxy methane (113 ul, 1.49 mmol) at 0° C. The mixture was warmed to room temperature and stirred for 10 hours, then diluted with ethyl acetate and washed with brine. The organic layers were combined and concentrated in vacuo to give a crude residue, which was purified by column chromatography (silica 5-25% EtOAc/hexane) to give 4-fluoro-2-methoxymethoxy-1-ni... The reactants are CC1(N=C(OC1)C1=C(C=CC=C1)C=1C=C2C=CN(C2=CC1)[Si](C(C)C)(C(C)C)C(C)C)C (5-[2-(4,4-Dimethyloxazolin-2-yl) phenyl ]-1-triisopropylsilylindole), [F-].C(CCC)[N+](CCCC)(CCCC)CCCC (tetrabutylammonium fluoride), O (water). Run in C1CCOC1 (THF). Run at time 3 hour. Yields the product CC1(N=C(OC1)C1=C(C=CC=C1)C=1C=C2C=CNC2=CC1)C (5-[2-(4,4-dimethyloxazolin-2yl)phenyl]indole). The yield is 74.5%. As a reaction SMILES: [CH3:1][C:2]1([CH3:32])[CH2:6][O:5][C:4]([C:7]2[CH:12]=[CH:11][CH:10]=[CH:9][C:8]=2[C:13]2[CH:14]=[C:15]3[C:19](=[CH:20][CH:21]=2)[N:18]([Si](C(C)C)(C(C)C)C(C)C)[CH:17]=[CH:16]3)=[N:3]1.[F-].C([N+](CCCC)(CCCC)CCCC)CCC.O>C1COCC1>[CH3:1][C:2]1([CH3:32])[CH2:6][O:5][C:4]([C:7]2[CH:12]=[CH:11][CH:10]=[CH:9][C:8]=2[C:13]2[CH:14]=[C:15]3[C:19](=[CH:20][CH:21]=2)[NH:18][CH:17]=[CH:16]3)=[N:3]1 |f:1.2|. Reported procedure: 5-[2-(4,4-Dimethyloxazolin-2-yl) phenyl ]-1-triisopropylsilylindole (1.48 mmoles, 661 mg) in 5 ml THF was treated at 0°C. with tetrabutylammonium fluoride (2.22 mmoles, 2.22 ml of 1.0N solution in THF). The solution was stirred for 3 hours, poured into 30 ml water, and extracted with ether. The organic layer was dried and concentrated. The oil was triturated with ether/hexane, and the solid was isolated by filtration. The reaction yielded 320 mg of 5-[2-(4,4-dimethyloxazolin-2yl)phenyl]indole. (... The reactants are COC(=O)C=1C(=CC=C(C1)S(=O)(=O)C)C1=CC=CC=C1 (4-Methanesulfonyl-biphenyl-2-carboxylic acid methyl ester), [OH-].[Na+] (NaOH), Cl (hydrochloric acid). Solvent: C1CCOC1 (THF). Run at temperature 60 celsius. Yields the product CS(=O)(=O)C=1C=C(C(=CC1)C1=CC=CC=C1)C(=O)O (4-Methanesulfonyl-biphenyl-2-carboxylic acid). Isolated yield 95.0%. Reaction SMILES: C[O:2][C:3]([C:5]1[C:6]([C:15]2[CH:20]=[CH:19][CH:18]=[CH:17][CH:16]=2)=[CH:7][CH:8]=[C:9]([S:11]([CH3:14])(=[O:13])=[O:12])[CH:10]=1)=[O:4].[OH-].[Na+].Cl>C1COCC1>[CH3:14][S:11]([C:9]1[CH:10]=[C:5]([C:3]([OH:4])=[O:2])[C:6]([C:15]2[CH:20]=[CH:19][CH:18]=[CH:17][CH:16]=2)=[CH:7][CH:8]=1)(=[O:12])=[O:13] |f:1.2|. Reported procedure: To 3.44 mmol 4-Methanesulfonyl-biphenyl-2-carboxylic acid methyl ester in 5 ml THF was added 37.9 mmol 5 M aq. NaOH solution and the mixture was heated at 60° C. for 16 h. The mixture was then cooled to RT, acidified to pH 1 with conc. hydrochloric acid, and extracted 3 times with ethyl acetate. The combined organic phases were dried with Na2SO4. Evaporation in vacuo afforded the title compound (95%) as an off-white crystalline solid. MS (m/e): 275.1 (M−H, 100%) The reactants are NC(NCCC[C@@H](N)C(=O)O)=N[N+](=O)[O-] ((R)-N5 -[amino(nitroimino)methyl]-ornithine), C1=C(C=CC2=CC=CC=C12)C(=O)Cl (2-naphthoylchloride). Product: NC(NCCC[C@@H](NC(=O)C1=CC2=CC=CC=C2C=C1)C(=O)O)=N[N+](=O)[O-] ((R)-N5 -[Amino(nitroimino)methyl]-N2 -[(2-naphthyl)carbonyl]-ornithine). Yield: 64.0%. Reaction SMILES: [NH2:1][C:2](=[N:12][N+:13]([O-:15])=[O:14])[NH:3][CH2:4][CH2:5][CH2:6][C@H:7]([C:9]([OH:11])=[O:10])[NH2:8].[CH:16]1[C:25]2[C:20](=[CH:21][CH:22]=[CH:23][CH:24]=2)[CH:19]=[CH:18][C:17]=1[C:26](Cl)=[O:27]>>[NH2:1][C:2](=[N:12][N+:13]([O-:15])=[O:14])[NH:3][CH2:4][CH2:5][CH2:6][C@H:7]([C:9]([OH:11])=[O:10])[NH:8][C:26]([C:17]1[CH:18]=[CH:19][C:20]2[C:25](=[CH:24][CH:23]=[CH:22][CH:21]=2)[CH:16]=1)=[O:27]. Reported procedure: Prepared analogously to Example 4a) from (R)-N5 -[amino(nitroimino)methyl]-ornithine and 2-naphthoylchloride in a yield of 64% of theory. Colourless crystals which were used in the next step without further purification. The reactants are [OH-].[Na+] (Sodium hydroxide), CC(=O)C (acetone), C(C)(=O)O[BH-](OC(C)=O)OC(C)=O.[Na+] (sodium triacetoxy borohydride), NC1=C2C(=NC=N1)N(N=C2C2=CC(=C(C=C2)NC(=O)C=2N(C1=CC=CC=C1C2)C)OC)C2CNCC2 (N2-[4-(4-amino-1-tetrahydro-1H-3-pyrrolyl-1H-pyrazolo[3,4-d]pyrimidin-3-yl)-2-methoxyphenyl]-1-methyl-1H-2-indolecarboxamide). Run in ClC(C)Cl (dichloroethane). Conditions: time 18 hour. Yields the product NC1=C2C(=NC=N1)N(N=C2C2=CC(=C(C=C2)NC(=O)C=2N(C1=CC=CC=C1C2)C)OC)C2CN(CC2)C(C)C (N2-{4-[4-amino-1-(1-isopropyltetrahydro-1H-3-pyrrolyl)-1H-pyrazolo[3,4-d]pyrimidin-3-yl]-2-methoxyphenyl}-1-methyl-1H-2-indolecarboxamide). Isolated yield 45.3%. Reaction SMILES: [NH2:1][C:2]1[N:7]=[CH:6][N:5]=[C:4]2[N:8]([CH:32]3[CH2:36][CH2:35][NH:34][CH2:33]3)[N:9]=[C:10]([C:11]3[CH:16]=[CH:15][C:14]([NH:17][C:18]([C:20]4[N:21]([CH3:29])[C:22]5[C:27]([CH:28]=4)=[CH:26][CH:25]=[CH:24][CH:23]=5)=[O:19])=[C:13]([O:30][CH3:31])[CH:12]=3)[C:3]=12.[CH3:37][C:38]([CH3:40])=O.C(O[BH-](OC(=O)C)OC(=O)C)(=O)C.[Na+].[OH-].[Na+]>ClC(Cl)C>[NH2:1][C:2]1[N:7]=[CH:6][N:5]=[C:4]2[N:8]([CH:32]3[CH2:36][CH2:35][N:34]([CH:38]([CH3:40])[CH3:37])[CH2:33]3)[N:9]=[C:10]([C:11]3[CH:16]=[CH:15][C:14]([NH:17][C:18]([C:20]4[N:21]([CH3:29])[C:22]5[C:27]([CH:28]=4)=[CH:26][CH:25]=[CH:24][CH:23]=5)=[O:19])=[C:13]([O:30][CH3:31])[CH:12]=3)[C:3]=12 |f:2.3,4.5|. Procedure details: A suspension of N2-[4-(4-amino-1-tetrahydro-1H-3-pyrrolyl-1H-pyrazolo[3,4-d]pyrimidin-3-yl)-2-methoxyphenyl]-1-methyl-1H-2-indolecarboxamide (0.250 g, 0.518 mmol) in dichloroethane (5 mL) was treated with acetone (1.96 g, 33.15 mmol) and sodium triacetoxy borohydride (0.220 g, 1.04 mmol). The reaction mixture was stirred at room temperature for 18 h under a nitrogen atmosphere. Sodium hydroxide (1N, 15 mL) was added to the reaction mixture and was stirred for 1 h. The organic layer was removed u... Reactants: ON1N=NC2=C1C=CC=C2 (1-hydroxybenzo-triazole), O (water), 1-ethyl-3-(3-dimethylaminopropyl)carbodiimidee hydrochloride, C[C@H]1C(C2=C(C[C@@H](S1)C(=O)O)C=C1C(=C2)OCO1)=O ((2R,4S)-(−)-1,2,4,5-tetrahydro-4-methyl-7,8-methylenedioxy-5-oxo-3-benzothiepin-2-carboxylic acid), NC1=CC=C(CP(OCC)(OCC)=O)C=C1 (diethyl 4-aminobenzylphosphonate). The solvent is ClCCl (dichloromethane), CN(C=O)C (N,N-dimethylformamide). Conditions: temperature 25 celsius, time 15 hour. The product is C(C)OP(=O)(OCC)CC1=CC=C(C=C1)NC(=O)[C@@H]1S[C@H](C(C2=C(C1)C=C1C(=C2)OCO1)=O)C ((2R,4S)-(−)-N-[4-(diethoxyphosphorylmethyl)phenyl]-1,2,4,5-tetrahydro-4-methyl-7,8-methylenedioxy-5-oxo-3-benzo-thiepin-2-carboxamide). Isolated yield 43.6%. Reaction SMILES: [CH3:1][C@@H:2]1[S:8][C@@H:7]([C:9]([OH:11])=O)[CH2:6][C:5]2[CH:12]=[C:13]3[O:18][CH2:17][O:16][C:14]3=[CH:15][C:4]=2[C:3]1=[O:19].[NH2:20][C:21]1[CH:35]=[CH:34][C:24]([CH2:25][P:26](=[O:33])([O:30][CH2:31][CH3:32])[O:27][CH2:28][CH3:29])=[CH:23][CH:22]=1.ON1C2C=CC=CC=2N=N1.O>ClCCl.CN(C)C=O>[CH2:31]([O:30][P:26]([CH2:25][C:24]1[CH:23]=[CH:22][C:21]([NH:20][C:9]([C@H:7]2[CH2:6][C:5]3[CH:12]=[C:13]4[O:18][CH2:17][O:16][C:14]4=[CH:15][C:4]=3[C:3](=[O:19])[C@H:2]([CH3:1])[S:8]2)=[O:11])=[CH:35][CH:34]=1)([O:27][CH2:28][CH3:29])=[O:33])[CH3:32]. Procedure details: A solution of 1-ethyl-3-(3-dimethylaminopropyl)carbodiimidee hydrochloride (0.39 g) in dichloromethane (7 ml) was added to a solution of (2R,4S)-(−)-1,2,4,5-tetrahydro-4-methyl-7,8-methylenedioxy-5-oxo-3-benzothiepin-2-carboxylic acid (0.47 g) and diethyl 4-aminobenzylphosphonate (0.41 g) in N,N-dimethylformamide (DMF) (7 ml) at 0° C., followed by the addition of 1-hydroxybenzo-triazole (HOBt) (0.28 g). This mixture was stirred at 0° C. for 1 hour and at room temperature (25° C.) for 15 hours, a... Starting materials: Example 3 ( 2 ), ClC1=C(C=CC(=C1)Cl)C1=CC(=C(O1)C)C=O (5-(2,4-dichlorophenyl)-2-methyl-3-furaldehyde), C1(CCCCC1)[Mg]Br.O1CCCC1 (cyclohexylmagnesium bromide tetrahydrofuran). Yields the product C1(CCCCC1)C(O)C1=C(OC(=C1)C1=C(C=C(C=C1)Cl)Cl)C (cyclohexyl[5-(2,4-dichlorophenyl)-2-methyl-3-furyl]methanol). Isolated yield 77.0%. RXN SMILES: [Cl:1][C:2]1[CH:7]=[C:6]([Cl:8])[CH:5]=[CH:4][C:3]=1[C:9]1[O:13][C:12]([CH3:14])=[C:11]([CH:15]=[O:16])[CH:10]=1.[CH:17]1([Mg]Br)[CH2:22][CH2:21][CH2:20][CH2:19][CH2:18]1.O1CCCC1>>[CH:17]1([CH:15]([C:11]2[CH:10]=[C:9]([C:3]3[CH:4]=[CH:5][C:6]([Cl:8])=[CH:7][C:2]=3[Cl:1])[O:13][C:12]=2[CH3:14])[OH:16])[CH2:22][CH2:21][CH2:20][CH2:19][CH2:18]1 |f:1.2|. Reported procedure: An operation similar to that in Example 3 (2) was performed using 5-(2,4-dichlorophenyl)-2-methyl-3-furaldehyde (1.3 g) and 1N cyclohexylmagnesium bromide-tetrahydrofuran solution (7.5 mL) to give the title compound (1.3 g, 77%) as a white crystal.